This data is from the Open Reaction Database (ORD), a public repository of structured organic reaction records. The task is: describe an organic reaction: reactants, conditions, products, and yield Solvent: O1CCCC1. Isolated yield 77.0%. Product: N(=CC1=CC=C(OC)C=C1B2OC(C)(C)C(O2)(C)C)N(C)C. Reaction conditions: temperature 80 celsius, time 10 hour. Reagents/catalysts: O1B(OC(C)(C)C1(C)C)B2OC(C)(C)C(O2)(C)C, N=1C=CC=CC1C=NN(CC=2C=CC=CC2)CC=3C=CC=CC3, O1BOC(C)(C)C1(C)C, C[OH2+].C[OH2+].C1CC=CCCC=C1.C1CC=CCCC=C1.[Ir].[Ir]. The reactants are N(=CC1=CC=C(OC)C=C1)N(C)C. Procedure details: Following the general procedure, column chromatography in neutral alumina (EtOAc/n-hexane 1:15) afforded 11f (117 mg, 77 %). Reactants: CC1(C)OB(C2=CCCC2)OC1(C)C, O=C([O-])[O-], C1COCCO1, Clc1cc(I)ccn1, [Na+], [Na+], O, c1ccc(P(c2ccccc2)(c2ccccc2)[Pd](P(c2ccccc2)(c2ccccc2)c2ccccc2)(P(c2ccccc2)(c2ccccc2)c2ccccc2)P(c2ccccc2)(c2ccccc2)c2ccccc2)cc1. The product is Clc1cc(C2=CCCC2)ccn1. Reaction SMILES: [C:1]1([B:6]2[O:7][C:8]([CH3:9])([CH3:10])[C:11]([CH3:12])([CH3:13])[O:14]2)=[CH:2][CH2:3][CH2:4][CH2:5]1.[C:23](=[O:24])([O-:25])[O-:26].[CH2:29]1[O:30][CH2:31][CH2:32][O:33][CH2:34]1.[Cl:15][c:16]1[n:17][cH:18][cH:19][c:20]([I:22])[cH:21]1.[Na+:27].[Na+:28].[OH2:35].[cH:36]1[cH:37][cH:38][c:39]([P:40]([Pd:41]([P:42]([c:43]2[cH:44][cH:45][cH:46][cH:47][cH:48]2)([c:49]2[cH:50][cH:51][cH:52][cH:53][cH:54]2)[c:55]2[cH:56][cH:57][cH:58][cH:59][cH:60]2)([P:61]([c:62]2[cH:63][cH:64][cH:65][cH:66][cH:67]2)([c:68]2[cH:69][cH:70][cH:71][cH:72][cH:73]2)[c:74]2[cH:75][cH:76][cH:77][cH:78][cH:79]2)[P:80]([c:81]2[cH:82][cH:83][cH:84][cH:85][cH:86]2)([c:87]2[cH:88][cH:89][cH:90][cH:91][cH:92]2)[c:93]2[cH:94][cH:95][cH:96][cH:97][cH:98]2)([c:99]2[cH:100][cH:101][cH:102][cH:103][cH:104]2)[c:105]2[cH:106][cH:107][cH:108][cH:109][cH:110]2)[cH:111][cH:112]1>>[C:1]1([c:20]2[cH:19][cH:18][n:17][c:16]([Cl:15])[cH:21]2)=[CH:2][CH2:3][CH2:4][CH2:5]1. Reactants: CCOC(C)=O, Cc1ccc(C2c3c(C)c(N)c(C)c(C)c3OC2(C)C)cc1, CCCCCC, O=C(Cl)c1ccc2c(c1)OCO2. Product: Cc1ccc(C2c3c(C)c(NC(=O)c4ccc5c(c4)OCO5)c(C)c(C)c3OC2(C)C)cc1. As a reaction SMILES: [C:41]([O:42][CH2:43][CH3:44])(=[O:45])[CH3:46].[CH3:1][C:2]1([CH3:22])[O:3][c:4]2[c:5]([c:14]([CH3:21])[c:15]([NH2:20])[c:16]([CH3:19])[c:17]2[CH3:18])[CH:6]1[c:7]1[cH:8][cH:9][c:10]([CH3:13])[cH:11][cH:12]1.[CH3:35][CH2:36][CH2:37][CH2:38][CH2:39][CH3:40].[O:23]1[CH2:24][O:25][c:26]2[c:27]1[cH:28][cH:29][c:30]([C:32](=[O:33])[Cl:34])[cH:31]2>>[CH3:1][C:2]1([CH3:22])[O:3][c:4]2[c:5]([c:14]([CH3:21])[c:15]([NH:20][C:32]([c:30]3[cH:29][cH:28][c:27]4[c:26]([cH:31]3)[O:25][CH2:24][O:23]4)=[O:33])[c:16]([CH3:19])[c:17]2[CH3:18])[CH:6]1[c:7]1[cH:8][cH:9][c:10]([CH3:13])[cH:11][cH:12]1. Reactants: ClCCl, COc1ccc(CC(O)CNc2nc(-c3ccncc3)c(-c3ccc4ccccc4c3)c(=O)n2C)cc1. Yields the product COc1ccc(CC(=O)CNc2nc(-c3ccncc3)c(-c3ccc4ccccc4c3)c(=O)n2C)cc1. Reaction SMILES: [Cl:38][CH2:39][Cl:40].[OH:1][CH:2]([CH2:3][NH:4][c:5]1[n:6][c:7](-[c:23]2[cH:24][cH:25][n:26][cH:27][cH:28]2)[c:8](-[c:13]2[cH:14][c:15]3[cH:16][cH:17][cH:18][cH:19][c:20]3[cH:21][cH:22]2)[c:9](=[O:12])[n:10]1[CH3:11])[CH2:29][c:30]1[cH:31][cH:32][c:33]([O:36][CH3:37])[cH:34][cH:35]1>>[O:1]=[C:2]([CH2:3][NH:4][c:5]1[n:6][c:7](-[c:23]2[cH:24][cH:25][n:26][cH:27][cH:28]2)[c:8](-[c:13]2[cH:14][c:15]3[cH:16][cH:17][cH:18][cH:19][c:20]3[cH:21][cH:22]2)[c:9](=[O:12])[n:10]1[CH3:11])[CH2:29][c:30]1[cH:31][cH:32][c:33]([O:36][CH3:37])[cH:34][cH:35]1.